From a dataset of the Open Reaction Database (ORD), a public repository of structured organic reaction records. describe an organic reaction: reactants, conditions, products, and yield The reactants are OCC(C)NS(=O)(=O)C1=CC=C(C=C1)C=1C=2C3=C(C(NC2C=CC1OC)=O)SC=C3 (N-(1-hydroxypropan-2-yl)-4-(8-methoxy-4-oxo-4,5-dihydrothieno[2,3-c]quinolin-9-yl)benzenesulfonamide), BrB(Br)Br (tribromoborane). Yields the product BrCC(C)NS(=O)(=O)C1=CC=C(C=C1)C=1C=2C3=C(C(NC2C=CC1O)=O)SC=C3 (N-(1-bromopropan-2-yl)-4-(8-hydroxy-4-oxo-4,5-dihydrothieno[2,3-c]quinolin-9-yl)benzenesulfonamide). Yield: 79.0%. Reaction SMILES: O[CH2:2][CH:3]([NH:5][S:6]([C:9]1[CH:14]=[CH:13][C:12]([C:15]2[C:16]3[C:17]4[CH:30]=[CH:29][S:28][C:18]=4[C:19](=[O:27])[NH:20][C:21]=3[CH:22]=[CH:23][C:24]=2[O:25]C)=[CH:11][CH:10]=1)(=[O:8])=[O:7])[CH3:4].[Br:31]B(Br)Br>>[Br:31][CH2:2][CH:3]([NH:5][S:6]([C:9]1[CH:14]=[CH:13][C:12]([C:15]2[C:16]3[C:17]4[CH:30]=[CH:29][S:28][C:18]=4[C:19](=[O:27])[NH:20][C:21]=3[CH:22]=[CH:23][C:24]=2[OH:25])=[CH:11][CH:10]=1)(=[O:8])=[O:7])[CH3:4]. Procedure: Following General Procedure F, N-(1-hydroxypropan-2-yl)-4-(8-methoxy-4-oxo-4,5-dihydrothieno[2,3-c]quinolin-9-yl)benzenesulfonamide (55 mg, 0.12 mmol) was reacted with tribromoborane (0.2 mL) to afford the desired product (48 mg, 79%) as an off-white solid: 1H NMR (500 MHz, CD3OD); ESI MS m/z 494 [C20H17BrN2O4S2+H]+; HPLC 99.0% (AUC), tR=11.39 min; Reactants: C1CCOC1, CC(C)OC(=O)N=NC(=O)OC(C)C, COC(=O)C1CC(O)CN1C(=O)OC(C)(C)C, c1ccc(P(c2ccccc2)c2ccccc2)cc1. Product: CC(C)(C)OC(=O)N1CC2CC1C(=O)O2. Reaction SMILES: [CH2:51]1[O:52][CH2:53][CH2:54][CH2:55]1.[O:37]=[C:38]([O:39][CH:40]([CH3:41])[CH3:42])[N:43]=[N:44][C:45]([O:46][CH:47]([CH3:48])[CH3:49])=[O:50].[OH:1][CH:2]1[CH2:3][CH:4]([C:14](=[O:15])[O:16][CH3:17])[N:5]([C:7](=[O:8])[O:9][C:10]([CH3:11])([CH3:12])[CH3:13])[CH2:6]1.[c:18]1([P:19]([c:20]2[cH:21][cH:22][cH:23][cH:24][cH:25]2)[c:26]2[cH:27][cH:28][cH:29][cH:30][cH:31]2)[cH:32][cH:33][cH:34][cH:35][cH:36]1>>[CH:2]12[CH2:3][CH:4]([N:5]([C:7](=[O:8])[O:9][C:10]([CH3:11])([CH3:12])[CH3:13])[CH2:6]1)[C:14](=[O:15])[O:16]2. Reactants: [N-]=[N+]=[N-].[Na+] (sodium azide), O1[C@H]2[C@@H]1C[C@@H]1CC[C@H]3[C@@H]4CC[C@H](C(C)=O)[C@]4(CC([C@@H]3[C@]1(C2)C)=O)C (2α,3α-Epoxy-5α-pregnane-11,20-dione), O (water). Reagents/catalysts: S(O)(O)(=O)=O (sulphuric acid). Solvent: CS(=O)C (dimethylsulphoxide). Yields the product N(=[N+]=[N-])[C@@H]1[C@H](C[C@@H]2CC[C@H]3[C@@H]4CC[C@H](C(C)=O)[C@]4(CC([C@@H]3[C@]2(C1)C)=O)C)O (2β-Azido-3α-hydroxy-5α-pregnane-11,20-dione). Yield: 51.3%. RXN SMILES: [O:1]1[C@H:3]2[CH2:4][C@H:5]3[C@:20]([CH3:22])([CH2:21][C@@H:2]12)[C@@H:19]1[C@H:8]([C@H:9]2[C@:16]([CH3:24])([CH2:17][C:18]1=[O:23])[C@@H:12]([C:13](=[O:15])[CH3:14])[CH2:11][CH2:10]2)[CH2:7][CH2:6]3.[N-:25]=[N+:26]=[N-:27].[Na+].O>CS(C)=O.S(=O)(=O)(O)O>[N:25]([C@H:2]1[CH2:21][C@@:20]2([CH3:22])[C@@H:5]([CH2:6][CH2:7][C@@H:8]3[C@@H:19]2[C:18](=[O:23])[CH2:17][C@@:16]2([CH3:24])[C@H:9]3[CH2:10][CH2:11][C@@H:12]2[C:13](=[O:15])[CH3:14])[CH2:4][C@@H:3]1[OH:1])=[N+:26]=[N-:27] |f:1.2|. Procedure details: 2α,3α-Epoxy-5α-pregnane-11,20-dione (500 mg) was dissolved in dimethylsulphoxide (25 ml) and sodium azide (1.5 g) added to the solution. Concentrated sulphuric acid (10 drops) was added and the mixture heated on a steam bath for 48 hours. The solution was poured into iced water (600 ml) and the precipitate extracted into ether (100 ml). The ether extract was washed with water (4 + 250 ml) and then saturated sodium bicarbonate solution (250 ml) and finally water (250 ml.). The organic solution wa... The reactants are ClC1=CC=NC2=CC(=CC=C12)Cl (4,7-Dichloroquinoline), NC1=CC=C(C(=O)OC)C=C1 (methyl 4-aminobenzoate). Run in CO (methanol). Reaction conditions: time 15 minute. Product: Cl.COC(C1=CC=C(C=C1)NC1=CC=NC2=CC(=CC=C12)Cl)=O (4-[(7-Chloro-4-quinolinyl)amino]benzoic acid methyl ester hydrochloride). Yield: 74.5%. As a reaction SMILES: [Cl:1][C:2]1[C:11]2[C:6](=[CH:7][C:8]([Cl:12])=[CH:9][CH:10]=2)[N:5]=[CH:4][CH:3]=1.[NH2:13][C:14]1[CH:23]=[CH:22][C:17]([C:18]([O:20][CH3:21])=[O:19])=[CH:16][CH:15]=1>CO>[ClH:1].[CH3:21][O:20][C:18](=[O:19])[C:17]1[CH:22]=[CH:23][C:14]([NH:13][C:2]2[C:11]3[C:6](=[CH:7][C:8]([Cl:12])=[CH:9][CH:10]=3)[N:5]=[CH:4][CH:3]=2)=[CH:15][CH:16]=1 |f:3.4|. Reported procedure: 4,7-Dichloroquinoline (19.8 g, 100 mmol) and methyl 4-aminobenzoate (15.1 g, 100 mmol) are stirred in 150 mL of methanol in a 500 mL Erlenmeyer flask and heated on a hot plate. After~15 minutes, a yellow solid precipitates out of solution. Another 100 mL of methanol are added and the large chunks of material are broken up. After another 15 minutes of heating, the flask is allowed to cool for 5 minutes and the product is filtered and washed with ether. Air drying in the funnel overnight affords 2... Starting materials: [Cl-], Fc1cc(Cl)cc(C[Mg+])c1, CCOC(=O)c1cc2c([nH]1)C(=O)CC2. The product is CCOC(=O)c1cc2c([nH]1)C(Cc1cc(F)cc(Cl)c1)CC2. RXN SMILES: [Cl-:15].[Cl:16][c:17]1[cH:18][c:19]([CH2:20][Mg+:21])[cH:22][c:23]([F:25])[cH:24]1.[O:1]=[C:2]1[CH2:3][CH2:4][c:5]2[c:6]1[nH:7][c:8]([C:10](=[O:11])[O:12][CH2:13][CH3:14])[cH:9]2>>[CH:2]1([CH2:20][c:19]2[cH:18][c:17]([Cl:16])[cH:24][c:23]([F:25])[cH:22]2)[CH2:3][CH2:4][c:5]2[c:6]1[nH:7][c:8]([C:10](=[O:11])[O:12][CH2:13][CH3:14])[cH:9]2.